Dataset: the Open Reaction Database (ORD), a public repository of structured organic reaction records. Task: describe an organic reaction: reactants, conditions, products, and yield The reactants are C(C)N(C(C)C)C(C)C (N-ethyldiisopropylamine), O[C@@H](C(=O)O)CC1=CC=CC=C1 ((R)-2-hydroxy-3-phenylpropanoic acid), C(C(=O)Cl)(=O)Cl (Oxalyl chloride), C1=CC=CC=2C3=CC=CC=C3C(C12)COC(=O)N1[C@@H](CCC1)C(=O)O ((S)-1-(((9H-fluoren-9-yl)methoxy)carbonyl)pyrrolidine-2-carboxylic acid). The reagents and catalysts are CN(C=O)C (N,N-dimethylformamide). Run in C(Cl)Cl (methylene chloride), C(Cl)Cl (methylene chloride). Conditions: temperature 0 celsius. The product is C1=CC=CC=2C3=CC=CC=C3C(C12)COC(=O)N1[C@@H](CCC1)C(=O)O[C@@H](C(=O)O)CC1=CC=CC=C1 ((R)-2-(((S)-1-(((9H-fluoren-9-yl)methoxy)carbonyl)pyrrolidine-2-carbonyl)oxy)-3-phenylpropanoic acid). Yield: 74.1%. RXN SMILES: C(Cl)(=O)C(Cl)=O.[CH:7]1[C:19]2[CH:18]([CH2:20][O:21][C:22]([N:24]3[CH2:28][CH2:27][CH2:26][C@H:25]3[C:29]([OH:31])=[O:30])=[O:23])[C:17]3[C:12](=[CH:13][CH:14]=[CH:15][CH:16]=3)[C:11]=2[CH:10]=[CH:9][CH:8]=1.C(N(C(C)C)C(C)C)C.O[C@H:42]([CH2:46][C:47]1[CH:52]=[CH:51][CH:50]=[CH:49][CH:48]=1)[C:43]([OH:45])=[O:44]>C(Cl)Cl.CN(C)C=O>[CH:16]1[C:17]2[CH:18]([CH2:20][O:21][C:22]([N:24]3[CH2:28][CH2:27][CH2:26][C@H:25]3[C:29]([O:31][C@H:42]([CH2:46][C:47]3[CH:52]=[CH:51][CH:50]=[CH:49][CH:48]=3)[C:43]([OH:45])=[O:44])=[O:30])=[O:23])[C:19]3[C:11](=[CH:10][CH:9]=[CH:8][CH:7]=3)[C:12]=2[CH:13]=[CH:14][CH:15]=1. Procedure: Oxalyl chloride (1.17 mL, 13.3 mmol) was added dropwise to a solution of (S)-1-(((9H-fluoren-9-yl)methoxy)carbonyl)pyrrolidine-2-carboxylic acid (Fmoc-Pro-OH) (3.00 g, 8.89 mmol) and N,N-dimethylformamide (34 μL, 0.445 mmol) in methylene chloride (36 mL) with stirring at 0° C. under a nitrogen atmosphere, and the reaction mixture was then stirred at room temperature for 1 hour. The reaction solution was concentrated under reduced pressure, the resulting residue was mixed with methylene chloride ...